Dataset: the Open Reaction Database (ORD), a public repository of structured organic reaction records. Task: describe an organic reaction: reactants, conditions, products, and yield Reactants: C1=CC(=CC=C1CN2C=CN=C2)/C=C/C(=O)[O-].[Na+] (sodium ozagrel), CC1=NN(C(=O)C1)C=2C=CC=CC2 (edaravone). Solvent: carbohydrate. Run at time 2 hour. Product: C1=CC(=CC=C1CN2C=CN=C2)/C=C/C(=O)[O-].[Na+].CC1=NN(C(=O)C1)C=2C=CC=CC2 (Sodium ozagrel edaravone). Reaction SMILES: [CH:1]1[C:6]([CH2:7][N:8]2[CH:12]=[N:11][CH:10]=[CH:9]2)=[CH:5][CH:4]=[C:3](/[CH:13]=[CH:14]/[C:15]([O-:17])=[O:16])[CH:2]=1.[Na+:18].[CH3:19][C:20]1[CH2:25][C:23](=[O:24])[N:22]([C:26]2[CH:27]=[CH:28][CH:29]=[CH:30][CH:31]=2)[N:21]=1>>[CH:5]1[C:6]([CH2:7][N:8]2[CH:12]=[N:11][CH:10]=[CH:9]2)=[CH:1][CH:2]=[C:3](/[CH:13]=[CH:14]/[C:15]([O-:17])=[O:16])[CH:4]=1.[Na+:18].[CH3:19][C:20]1[CH2:25][C:23](=[O:24])[N:22]([C:26]2[CH:31]=[CH:30][CH:29]=[CH:28][CH:27]=2)[N:21]=1 |f:0.1,3.4.5|. Procedure: 80 mg of sodium ozagrel was dissolved in an adequate amount of an electrolyte solution or carbohydrate solution and the resulting solution was intravenously administered constantly for 2 weeks, twice daily, that is, in the morning and evening, each over 2 hours. At the same time, 30 mg/20 ml of edaravone was diluted with an adequate amount of physiological saline and the resulting solution was intravenously infused for 2 weeks, twice daily, that is, in the morning and evening, each over 20 minut...